From a dataset of the Open Reaction Database (ORD), a public repository of structured organic reaction records. describe an organic reaction: reactants, conditions, products, and yield Run at temperature 80 celsius. As a reaction SMILES: [O:1]1[CH2:3][CH:2]1[CH:4]1[CH2:13][CH2:12][C:7]2([O:11][CH2:10][CH2:9][O:8]2)[CH2:6][CH2:5]1.[N-:14]=[N+:15]=[N-:16].[Na+].[Cl-].[NH4+]>CO>[N:14]([CH2:3][CH:2]([CH:4]1[CH2:13][CH2:12][C:7]2([O:11][CH2:10][CH2:9][O:8]2)[CH2:6][CH2:5]1)[OH:1])=[N+:15]=[N-:16] |f:1.2,3.4|. Solvent: CO (methanol). Reported procedure: To a solution of 8-(oxiran-2-yl)-1,4-dioxaspiro[4.5]decane (205 mg, 1.11 mmol), prepared in the previous step, in methanol (5 mL) water (0.5 mL) was added sodium azide (361 mg, 5.56 mmol) and ammonium chloride (119 mg, 2.22 mmol). The mixture was stirred, heating to 80° C. under argon overnight and then cooled to ambient temperature and concentrated in vacuo. The residue was purified by flash chromatography (silica gel, ether) to afford the product. Reactants: [N-]=[N+]=[N-].[Na+] (sodium azide), [Cl-].[NH4+] (ammonium chloride), O1C(C1)C1CCC2(OCCO2)CC1 (8-(oxiran-2-yl)-1,4-dioxaspiro[4.5]decane). Yields the product N(=[N+]=[N-])CC(O)C1CCC2(OCCO2)CC1 (2-azido-1-(1,4-dioxaspiro[4.5]decan-8-yl)ethanol). Starting materials: O=C([O-])[O-], COCC(C)Oc1cc(O)cc(C(=O)Nc2cc(C)n(C)n2)c1, CC#N, [K+], [K+], O=C(c1cnc(Cl)c(Cl)c1)N1CCC1. Product: COCC(C)Oc1cc(Oc2ncc(C(=O)N3CCC3)cc2Cl)cc(C(=O)Nc2cc(C)n(C)n2)c1. As a reaction SMILES: [C:24](=[O:25])([O-:26])[O-:27].[CH3:1][n:2]1[n:3][c:4]([NH:8][C:9]([c:10]2[cH:11][c:12]([OH:22])[cH:13][c:14]([O:16][CH:17]([CH2:18][O:19][CH3:20])[CH3:21])[cH:15]2)=[O:23])[cH:5][c:6]1[CH3:7].[CH3:44][C:45]#[N:46].[K+:28].[K+:29].[N:30]1([C:34](=[O:35])[c:36]2[cH:37][c:38]([Cl:43])[c:39]([Cl:42])[n:40][cH:41]2)[CH2:31][CH2:32][CH2:33]1>>[CH3:1][n:2]1[n:3][c:4]([NH:8][C:9]([c:10]2[cH:11][c:12]([O:22][c:39]3[c:38]([Cl:43])[cH:37][c:36]([C:34]([N:30]4[CH2:31][CH2:32][CH2:33]4)=[O:35])[cH:41][n:40]3)[cH:13][c:14]([O:16][CH:17]([CH2:18][O:19][CH3:20])[CH3:21])[cH:15]2)=[O:23])[cH:5][c:6]1[CH3:7]. The product is COC(=O)CC1C(=O)N(C)Cc2cc(C(=O)Nc3cccc(N)n3)ccc2N1C(C)=O. Reactants: COC(=O)CC1C(=O)N(C)Cc2cc(C(=O)O)ccc2N1C(C)=O, ClCCCl, Nc1cccc(N)n1, CN(C)C=O, O, On1nnc2ccccc21. RXN SMILES: [C:16]([CH3:17])(=[O:18])[N:19]1[CH:20]([CH2:35][C:36](=[O:37])[O:38][CH3:39])[C:21](=[O:34])[N:22]([CH3:33])[CH2:23][c:24]2[c:25]1[cH:26][cH:27][c:28]([C:30](=[O:31])[OH:32])[cH:29]2.[CH2:12]([Cl:13])[CH2:14][Cl:15].[NH2:40][c:41]1[n:42][c:43]([NH2:47])[cH:44][cH:45][cH:46]1.[O:48]=[CH:49][N:50]([CH3:51])[CH3:52].[OH2:11].[OH:1][n:2]1[c:3]2[c:4]([cH:5][cH:6][cH:7][cH:8]2)[n:9][n:10]1>>[C:16]([CH3:17])(=[O:18])[N:19]1[CH:20]([CH2:35][C:36](=[O:37])[O:38][CH3:39])[C:21](=[O:34])[N:22]([CH3:33])[CH2:23][c:24]2[c:25]1[cH:26][cH:27][c:28]([C:30](=[O:31])[NH:40][c:41]1[n:42][c:43]([NH2:47])[cH:44][cH:45][cH:46]1)[cH:29]2. Reactants: O=C([O-])[O-], C1COCCO1, CCOC(C)=O, CO, COc1cccc(OC)c1-c1ccccc1P(C1CCCCC1)C1CCCCC1, Clc1ccc(-c2ccccc2)cc1, [Cs+], [Cs+], NN, CC(=O)[O-], CC(=O)[O-], O, O, [Pd+2]. Yields the product COc1cccc(OC)c1-c1ccccc1P(=O)(C1CCCCC1)C1CCCCC1. Reaction SMILES: [C:14]([O-:15])(=[O:16])[O-:17].[CH2:70]1[O:71][CH2:72][CH2:73][O:74][CH2:75]1.[CH3:61][CH2:62][O:63][C:64](=[O:65])[CH3:66].[CH3:68][OH:69].[CH:20]1([P:26]([c:27]2[c:28](-[c:33]3[c:34]([O:41][CH3:42])[cH:35][cH:36][cH:37][c:38]3[O:39][CH3:40])[cH:29][cH:30][cH:31][cH:32]2)[CH:43]2[CH2:44][CH2:45][CH2:46][CH2:47][CH2:48]2)[CH2:21][CH2:22][CH2:23][CH2:24][CH2:25]1.[Cl:1][c:2]1[cH:3][cH:4][c:5](-[c:6]2[cH:7][cH:8][cH:9][cH:10][cH:11]2)[cH:12][cH:13]1.[Cs+:18].[Cs+:19].[NH2:50][NH2:51].[O-:53][C:54]([CH3:55])=[O:56].[O-:57][C:58]([CH3:59])=[O:60].[OH2:49].[OH2:67].[Pd+2:52]>>[O:15]=[P:26]([CH:20]1[CH2:21][CH2:22][CH2:23][CH2:24][CH2:25]1)([c:27]1[c:28](-[c:33]2[c:34]([O:41][CH3:42])[cH:35][cH:36][cH:37][c:38]2[O:39][CH3:40])[cH:29][cH:30][cH:31][cH:32]1)[CH:43]1[CH2:44][CH2:45][CH2:46][CH2:47][CH2:48]1. Starting materials: C([O-])(O)=O.[Na+] (sodium bicarbonate), Cl.COC(CN)=O (glycine methyl ester hydrochloride), ClCC(=O)NC=1C=C(C(=O)Cl)C=CC1 (3-(chloroacetylamino)benzoylchloride), acid chloride, C([O-])(O)=O.[Na+] (sodium bicarbonate). Run in CO (methanol), CO (methanol), O (water), O (water). Reaction conditions: time 0.5 hour. Product: COC(CNC(C1=CC(=CC=C1)NC(CCl)=O)=O)=O (N-[3-(chloroacetylamino)benzoyl]glycine methyl ester). Yield: 77.0%. As a reaction SMILES: Cl.[CH3:2][O:3][C:4](=[O:7])[CH2:5][NH2:6].C(=O)(O)[O-].[Na+].[Cl:13][CH2:14][C:15]([NH:17][C:18]1[CH:19]=[C:20]([CH:24]=[CH:25][CH:26]=1)[C:21](Cl)=[O:22])=[O:16]>O.CO>[CH3:2][O:3][C:4](=[O:7])[CH2:5][NH:6][C:21](=[O:22])[C:20]1[CH:24]=[CH:25][CH:26]=[C:18]([NH:17][C:15](=[O:16])[CH2:14][Cl:13])[CH:19]=1 |f:0.1,2.3|. Procedure: To a mixture of glycine methyl ester hydrochloride (358 g., 2.85 mole) and 2.4 l. of water is added sodium bicarbonate (239.4 g., 2.85 mole). After stirring at room temperature for 0.5 hr., the mixture is diluted with 1 l. of methanol, cooled at 0° C. while sodium bicarbonate (239.4 g., 2.85 mole) is added followed by portionwise addition of 3-(chloroacetylamino)benzoylchloride (650 g., 2.8 mole) during a 0.75 hr. period. Considerable foaming takes place when approximately one-half of the acid c... Conditions: temperature -50 celsius, time 30 minute. As a reaction SMILES: [NH2:1][C:2]1[S:3][CH:4]=[C:5](/[C:7](=[N:11]/[O:12][CH3:13])/[C:8]([OH:10])=O)[N:6]=1.C(N(CC)C(C)C)(C)C.CS(Cl)(=O)=O.[NH2:28][C@@H:29]1[C:52](=[O:53])[N:31]2[C:32]([C:41]([O:43][CH2:44][O:45][C:46](=[O:51])[C:47]([CH3:50])([CH3:49])[CH3:48])=[O:42])=[C:33]([C@@H:36]3[CH2:40][CH2:39][CH2:38][O:37]3)[CH2:34][S:35][C@H:30]12>CN(C=O)C>[NH2:1][C:2]1[S:3][CH:4]=[C:5](/[C:7](=[N:11]/[O:12][CH3:13])/[C:8]([NH:28][C@@H:29]2[C:52](=[O:53])[N:31]3[C:32]([C:41]([O:43][CH2:44][O:45][C:46](=[O:51])[C:47]([CH3:49])([CH3:50])[CH3:48])=[O:42])=[C:33]([C@@H:36]4[CH2:40][CH2:39][CH2:38][O:37]4)[CH2:34][S:35][C@H:30]23)=[O:10])[N:6]=1. The yield is 70.5%. The solvent is CN(C)C=O (DMF), CN(C)C=O (DMF). Starting materials: C(C)(C)N(C(C)C)CC (N,N-diisopropylethylamine), NC=1SC=C(N1)/C(/C(=O)O)=N/OC ((Z)-2-(2-aminothiazol-4-yl)-2-methoxyiminoacetic acid), C(C)(C)N(C(C)C)CC (N,N-Diisopropylethylamine), CS(=O)(=O)Cl (methanesulphonyl chloride), N[C@H]1[C@@H]2N(C(=C(CS2)[C@H]2OCCC2)C(=O)OCOC(C(C)(C)C)=O)C1=O (pivaloyloxymethyl (6R,7R)-7-amino-3-[(S)-tetrahydrofuran-2-yl]ceph-3-em-4-carboxylate). The product is NC=1SC=C(N1)/C(/C(=O)N[C@H]1[C@@H]2N(C(=C(CS2)[C@H]2OCCC2)C(=O)OCOC(C(C)(C)C)=O)C1=O)=N/OC (Pivaloyloxymethyl (6R,7R)-7-[2-(2-aminothiazol-4-yl)-2-(Z)-methoxyiminoacetamido]-3-[(S) -tetrahydrofuran-2-yl]ceph-3-em-4-carboxylate). Procedure details: A solution of (Z)-2-(2-aminothiazol-4-yl)-2-methoxyiminoacetic acid (0.108g, 0.537mmol) in DMF (2ml) was cooled to -50° C. N,N-Diisopropylethylamine (0.103ml, 0.59mmol) followed by methanesulphonyl chloride (0.046ml, 0.59mmol) were added and the mixture was stirred at -50° C. for 30 min. A further quantity of N,N-diisopropylethylamine (0.086ml, 0.493mmol) was added and this mixture was added to a pre-cooled solution of pivaloyloxymethyl (6R,7R)-7-amino-3-[(S)-tetrahydrofuran-2-yl]ceph-3-em-4-car... As a reaction SMILES: [BrH:18].[CH2:19]([CH3:20])[O:21][C:22]([CH:23]1[CH2:24][N:25]([CH2:29][CH2:30][Br:31])[CH2:26][CH2:27][CH2:28]1)=[O:32].[CH3:33][c:34]1[cH:35][cH:36][cH:37][cH:38][cH:39]1.[H-:16].[Na+:17].[c:1]1([CH:7]([CH:8]=[O:9])[c:10]2[cH:11][cH:12][cH:13][cH:14][cH:15]2)[cH:2][cH:3][cH:4][cH:5][cH:6]1>>[c:1]1([C:7](=[CH:8][O:9][CH2:30][CH2:29][N:25]2[CH2:24][CH:23]([C:22]([O:21][CH2:19][CH3:20])=[O:32])[CH2:28][CH2:27][CH2:26]2)[c:10]2[cH:11][cH:12][cH:13][cH:14][cH:15]2)[cH:2][cH:3][cH:4][cH:5][cH:6]1. Yields the product CCOC(=O)C1CCCN(CCOC=C(c2ccccc2)c2ccccc2)C1. Starting materials: Br, CCOC(=O)C1CCCN(CCBr)C1, Cc1ccccc1, [H-], [Na+], O=CC(c1ccccc1)c1ccccc1. Starting materials: P(Cl)(Cl)Cl (Phosphorus trichloride), C=C(C(=O)OCC(CCCC)CC)CC(C)C(=O)OC (2-ethylhexyl 2-methylene-4-carbomethoxypentanoate), amine, C=C(C(=O)OCC(CCCC)CC)CC(C)C(=O)OC (2-ethylhexyl 2-methylene-4-carbomethoxypentanoate), C(CC)NCCC (di-n-propylamine), CCCCCC (hexane), di-2-ethylhexyl glutarate. Run in O (water). Run at time 1 hour. The product is C=C(C(=O)O)CC(C(=O)O)C (2-methylene-4-methylglutaric acid). As a reaction SMILES: P(Cl)(Cl)Cl.C(NCCC)CC.CCCCCC.[CH2:18]=[C:19]([CH2:31][CH:32]([C:34]([O:36]C)=[O:35])[CH3:33])[C:20]([O:22]CC(CC)CCCC)=[O:21]>O>[CH2:33]=[C:32]([CH2:31][CH:19]([CH3:18])[C:20]([OH:22])=[O:21])[C:34]([OH:36])=[O:35]. Reported procedure: Phosphorus trichloride (6.85 g.) is added dropwise and continuously to a stirred solution containing 30.4 g. of di-n-propylamine dissolved in 100 ml. of hexane at 10° C. After complete addition, the reaction mixture is allowed to stir 1 hour at room temperature. Sufficient water (75 ml.) is then added to dissolve the amine salt formed, and the organic layer is separated. The organic layer is washed once with 75 ml. of water. Methyl methacrylate (1000 g.) and 2 g. of the methyl ether of hydroquin... Reactants: CeCl3, C(=O)=O (CO2), C(=O)=O (CO2), CC1(C(C=CC1=O)(C)C)C (tetramethyl cyclopentenone), 2.87m1, [Li]CCCC (nBuLi), N1CCCC2=CC=CC=C12 (1,2,3,4-tetrahydroquinoline), C(C)(C)(C)[Li] (tert-butyllitium). The solvent is C1CCOC1 (THF), CCCCC (pentane), C1CCOC1 (THF). Run at temperature -78 celsius, time 30 minute. Yields the product CC1C(=C(C(=C1C1=C2CCCNC2=CC=C1)C)C)C (5-(tetramethyl-1,3-cyclopentadienyl)-1,2,3,4-tetrahydroquinoline). Isolated yield 41.0%. Reaction SMILES: [NH:1]1[C:10]2[C:5](=[CH:6][CH:7]=[CH:8][CH:9]=2)[CH2:4][CH2:3][CH2:2]1.[Li][CH2:12][CH2:13][CH2:14][CH3:15].C(=O)=O.C([Li])(C)(C)C.[CH3:24][C:25]1(C)[C:29](=O)C=[CH:27][C:26]1(C)C>C1COCC1.CCCCC>[CH3:12][CH:13]1[C:24]([C:6]2[CH:7]=[CH:8][CH:9]=[C:10]3[C:5]=2[CH2:4][CH2:3][CH2:2][NH:1]3)=[C:25]([CH3:29])[C:26]([CH3:27])=[C:14]1[CH3:15]. Procedure details: 957 mg (7.185 mmol) of 1,2,3,4-tetrahydroquinoline was dissolved in 10 ml of THF, and stirred at −78° C. for 30 minutes. 2.87m1 (7.185mmol) of nBuLi was added thereto using a syringe under a nitrogen atmosphere (yellow suspension). The mixture was sufficiently stirred for 3 hours, and the temperature was increased to −20° C. to eliminate the gas. The temperature was cooled again to −78° C. and CO2 was injected to the mixture (The color of the mixture turned to colorless white). The temperature w... Starting materials: OC1=CC=C(C=C1)C=1C2=CC=C(N2)C(=C2C=CC(C(=C3C=CC(=C(C=4C=CC1N4)C4=CC=C(C=C4)O)N3)C3=CC=C(C=C3)O)=N2)C2=CC=C(C=C2)O (5,10,15,20-tetrakis-(4-Hydroxy-phenyl)-porphyrin), C([O-])([O-])=O.[K+].[K+] (potassium carbonate), [Br-] (bromide). Run in CN(C)C=O (DMF), CN(C)C=O (DMF). Conditions: temperature 55 celsius, time 2 hour. Product: OC1=CC=C(C=C1)C=1C2=CC=C(N2)C(=C2C=CC(C(=C3C=CC(=C(C=4C=CC1N4)C4=CC=C(C=C4)O)N3)C3=CC=C(C=C3)O)=N2)C2=CC=C(C=C2)OCCCCCCCC (5,10,15-tris-(4-Hydroxy-phenyl)-20-(4-octyloxy-phenyl)-porphyrin). Reaction SMILES: O[C:2]1[CH:7]=[CH:6][C:5]([C:8]2[C:9]3[NH:13][C:12]([C:14]([C:46]4[CH:51]=[CH:50][C:49]([OH:52])=[CH:48][CH:47]=4)=[C:15]4[N:45]=[C:18]([C:19]([C:38]5[CH:43]=[CH:42][C:41]([OH:44])=[CH:40][CH:39]=5)=[C:20]5[NH:37][C:23](=[C:24]([C:30]6[CH:35]=[CH:34][C:33]([OH:36])=[CH:32][CH:31]=6)[C:25]6[CH:26]=[CH:27][C:28]=2[N:29]=6)[CH:22]=[CH:21]5)[CH:17]=[CH:16]4)=[CH:11][CH:10]=3)=[CH:4][CH:3]=1.[C:53](=[O:56])([O-])[O-].[K+].[K+].[Br-]>CN(C=O)C>[OH:52][C:49]1[CH:48]=[CH:47][C:46]([C:14]2[C:12]3[NH:13][C:9]([C:8]([C:5]4[CH:4]=[CH:3][C:2]([O:56][CH2:53][CH2:6][CH2:7][CH2:2][CH2:3][CH2:4][CH2:5][CH3:8])=[CH:7][CH:6]=4)=[C:28]4[N:29]=[C:25]([C:24]([C:30]5[CH:35]=[CH:34][C:33]([OH:36])=[CH:32][CH:31]=5)=[C:23]5[NH:37][C:20](=[C:19]([C:38]6[CH:43]=[CH:42][C:41]([OH:44])=[CH:40][CH:39]=6)[C:18]6[CH:17]=[CH:16][C:15]=2[N:45]=6)[CH:21]=[CH:22]5)[CH:26]=[CH:27]4)=[CH:10][CH:11]=3)=[CH:51][CH:50]=1 |f:1.2.3|. Procedure: 5,10,15,20-tetrakis-(4-Hydroxy-phenyl)-porphyrin (200 mg, 0.294 mmol) is dissolved and potassium carbonate (487 mg, 3.53 mmol, 12 eqv.) is suspended under argon in absolute DMF (50 mL) and the mixture is heated to 55° C. A solution of octal bromide (35.8 μl, 0.206 mmol, 0.7 eqv.) in absolute DMF (10 mL) is added dropwise during 30 min. and the mixture is stirred at 55° C. for 2 h. The solvent is removed in vacuo at 50° C., water (80 mL) is added and the mixture is extracted with ethyl acetate (3...